This data is from the Open Reaction Database (ORD), a public repository of structured organic reaction records. The task is: describe an organic reaction: reactants, conditions, products, and yield Reactants: COC1=CC=C(C=O)C=C1 (4-Methoxybenzaldehyde), NC=1C=C(C(=O)OC)C=CC1 (methyl 3-aminobenzoate). Solvent: CO (methanol). Reaction conditions: time 8 hour. The product is COC1=CC=C(\C=N\C=2C=C(C(=O)OC)C=CC2)C=C1 ((E)-methyl 3-(4-methoxybenzylideneamino)benzoate). The yield is 56.1%. As a reaction SMILES: [CH3:1][O:2][C:3]1[CH:10]=[CH:9][C:6]([CH:7]=O)=[CH:5][CH:4]=1.[NH2:11][C:12]1[CH:13]=[C:14]([CH:19]=[CH:20][CH:21]=1)[C:15]([O:17][CH3:18])=[O:16]>CO>[CH3:1][O:2][C:3]1[CH:10]=[CH:9][C:6](/[CH:7]=[N:11]/[C:12]2[CH:13]=[C:14]([CH:19]=[CH:20][CH:21]=2)[C:15]([O:17][CH3:18])=[O:16])=[CH:5][CH:4]=1. Reported procedure: 4-Methoxybenzaldehyde (2.72 g, 19.98 mmol, 1.00 equiv), methyl 3-aminobenzoate (3 g, 19.85 mmol, 1.00 equiv), and methanol (30 mL) were placed in a 50-mL round-bottom flask and allowed to react, with stirring, at room temperature overnight. The resulting solids were collected by filtration and dried in an oven under reduced pressure, yielding 3 g (56%) of (E)-methyl 3-(4-methoxybenzylideneamino)benzoate as a yellow solid. Starting materials: [Al+3], C1CCOC1, CO, [H-], [H-], [H-], [H-], [H-], [Li+], [Na+], COC(=O)c1cnc2c(c1)NC(=O)CC1CCCN21, O. The product is O=C1CC2CCCN2c2ncc(CO)cc2N1. As a reaction SMILES: [Al+3:24].[CH2:30]1[O:31][CH2:32][CH2:33][CH2:34]1.[CH3:28][OH:29].[H-:21].[H-:22].[H-:25].[H-:26].[H-:27].[Li+:23].[Na+:20].[O:1]=[C:2]1[CH2:3][CH:4]2[N:5]([c:6]3[c:7]([cH:9][c:10]([C:13](=[O:14])[O:15][CH3:16])[cH:11][n:12]3)[NH:8]1)[CH2:17][CH2:18][CH2:19]2.[OH2:35]>>[O:1]=[C:2]1[CH2:3][CH:4]2[N:5]([c:6]3[c:7]([cH:9][c:10]([CH2:13][OH:14])[cH:11][n:12]3)[NH:8]1)[CH2:17][CH2:18][CH2:19]2. The reactants are O (water), BrC1=CC=C(C=C1)C1=CC=C(C=C1)O (4′-bromobiphenyl-4-ol), ICCCCCCCCCCCC (1-iodododecane), C(=O)([O-])[O-].[K+].[K+] (K2CO3). The solvent is CC(CC)=O (butanone). Product: BrC1=CC=C(C=C1)C1=CC=C(C=C1)OCCCCCCCCCCCC (4-Bromo-4′-(dodecyloxy)biphenyl). Isolated yield 94.8%. RXN SMILES: [Br:1][C:2]1[CH:7]=[CH:6][C:5]([C:8]2[CH:13]=[CH:12][C:11]([OH:14])=[CH:10][CH:9]=2)=[CH:4][CH:3]=1.I[CH2:16][CH2:17][CH2:18][CH2:19][CH2:20][CH2:21][CH2:22][CH2:23][CH2:24][CH2:25][CH2:26][CH3:27].C([O-])([O-])=O.[K+].[K+].O>CC(=O)CC>[Br:1][C:2]1[CH:3]=[CH:4][C:5]([C:8]2[CH:13]=[CH:12][C:11]([O:14][CH2:27][CH2:26][CH2:25][CH2:24][CH2:23][CH2:22][CH2:21][CH2:20][CH2:19][CH2:18][CH2:17][CH3:16])=[CH:10][CH:9]=2)=[CH:6][CH:7]=1 |f:2.3.4|. Procedure details: A mixture of 4′-bromobiphenyl-4-ol (8.41 g, 33.8 mmol), 1-iodododecane (10 g, 33.8 mmol) and K2CO3 (18.64 g, 135 mmol) in butanone (100 mL) was heated at reflux. After 16 h the mixture was poured into water (200 mL), extracted with DCM (3×100 mL), washed with NaOH (2 M, 100 mL), dried (MgSO4) and the solvent removed under reduced pressure. The residue was washed with hot MeOH to give the title compound (13.37 g, 95%) as a colourless powder. Reactants: C1CCOC1, CO, Cl, [Na+], [OH-], COC(=O)c1ccc2cnc(NC3CCC(O)CC3)nc2c1. The product is O=C(O)c1ccc2cnc(NC3CCC(O)CC3)nc2c1. Reaction SMILES: [CH2:28]1[O:29][CH2:30][CH2:31][CH2:32]1.[CH3:23][OH:24].[ClH:27].[Na+:26].[OH-:25].[OH:1][CH:2]1[CH2:3][CH2:4][CH:5]([NH:8][c:9]2[n:10][c:11]3[cH:12][c:13]([C:19](=[O:20])[O:21][CH3:22])[cH:14][cH:15][c:16]3[cH:17][n:18]2)[CH2:6][CH2:7]1>>[OH:1][CH:2]1[CH2:3][CH2:4][CH:5]([NH:8][c:9]2[n:10][c:11]3[cH:12][c:13]([C:19](=[O:20])[OH:21])[cH:14][cH:15][c:16]3[cH:17][n:18]2)[CH2:6][CH2:7]1. The reactants are Cl.NCC(=O)NC(C1=CC=CC=C1)C1=CC=C(C=C1)Cl (rac-2-amino-N-[(4-chloro-phenyl)-phenyl-methyl]-acetamide hydrochloride), ClC1=CC=C(C(=O)Cl)C=C1 (4-chlorobenzoyl chloride). Yields the product ClC1=CC=C(C(=O)NCC(NC(C2=CC=CC=C2)C2=CC=C(C=C2)Cl)=O)C=C1 (rac-4-Chloro-N-({[(4-chloro-phenyl)-phenyl-methyl]-carbamoyl}-methyl)-benzamide). Reaction SMILES: Cl.[NH2:2][CH2:3][C:4]([NH:6][CH:7]([C:14]1[CH:19]=[CH:18][C:17]([Cl:20])=[CH:16][CH:15]=1)[C:8]1[CH:13]=[CH:12][CH:11]=[CH:10][CH:9]=1)=[O:5].[Cl:21][C:22]1[CH:30]=[CH:29][C:25]([C:26](Cl)=[O:27])=[CH:24][CH:23]=1>>[Cl:21][C:22]1[CH:30]=[CH:29][C:25]([C:26]([NH:2][CH2:3][C:4](=[O:5])[NH:6][CH:7]([C:14]2[CH:19]=[CH:18][C:17]([Cl:20])=[CH:16][CH:15]=2)[C:8]2[CH:13]=[CH:12][CH:11]=[CH:10][CH:9]=2)=[O:27])=[CH:24][CH:23]=1 |f:0.1|. Reported procedure: Prepared in analogy to example 1.13 from rac-2-amino-N-[(4-chloro-phenyl)-phenyl-methyl]-acetamide hydrochloride (Example 3.1) and 4-chlorobenzoyl chloride.